This data is from the Open Reaction Database (ORD), a public repository of structured organic reaction records. The task is: describe an organic reaction: reactants, conditions, products, and yield The reactants are COC(=O)c1cc(S(=O)(=O)c2cc(Br)cc(OC(C)(C)C)c2)c(SC)s1, ClCCl, O=C(O)C(F)(F)F. Yields the product COC(=O)c1cc(S(=O)(=O)c2cc(O)cc(Br)c2)c(SC)s1. As a reaction SMILES: [CH3:8][O:9][C:10](=[O:11])[c:12]1[s:13][c:14]([S:32][CH3:33])[c:15]([S:17](=[O:18])(=[O:19])[c:20]2[cH:21][c:22]([Br:31])[cH:23][c:24]([O:26][C:27]([CH3:28])([CH3:29])[CH3:30])[cH:25]2)[cH:16]1.[Cl:34][CH2:35][Cl:36].[OH:1][C:2]([C:3]([F:4])([F:5])[F:6])=[O:7]>>[CH3:8][O:9][C:10](=[O:11])[c:12]1[s:13][c:14]([S:32][CH3:33])[c:15]([S:17](=[O:18])(=[O:19])[c:20]2[cH:21][c:22]([Br:31])[cH:23][c:24]([OH:26])[cH:25]2)[cH:16]1. The reactants are CC1(OC[C@H](N1C(CCCCCC)=O)C=O)C ((S)-2,2-Dimethyl-3-(1-oxoheptyl]-4-oxazolidinecarboxaldehyde), CC[Mg+].[Br-] (EtMgBr). Run in CCOCC (ether). Run at time 1.5 hour. The product is C(C)C(O)[C@H]1N(C(OC1)(C)C)C(CCCCCC)=O ((4S)-α-Ethyl-2,2-dimethyl-3-(1-oxoheptyl)-4-oxazolidinemethanol). RXN SMILES: [CH3:1][C:2]1([CH3:17])[N:6]([C:7](=[O:14])[CH2:8][CH2:9][CH2:10][CH2:11][CH2:12][CH3:13])[C@H:5]([CH:15]=[O:16])[CH2:4][O:3]1.[CH3:18][CH2:19][Mg+].[Br-]>CCOCC>[CH2:18]([CH:15]([C@@H:5]1[CH2:4][O:3][C:2]([CH3:1])([CH3:17])[N:6]1[C:7](=[O:14])[CH2:8][CH2:9][CH2:10][CH2:11][CH2:12][CH3:13])[OH:16])[CH3:19] |f:1.2|. Procedure: A solution of 9a (108 mg, 0.44 mmol) in ether (1 mL) is added dropwise to a cold (5°) solution of EtMgBr (3M in ether, 0.36 mL). The cold bath is removed, a crystal of iodine is added to the mixture and stirring is continued for 1.5 h at room temperature. The resulting mixture is diluted with EtOAc and washed with saturated aqueous NH4Cl solution. The aqueous phase is reextracted and the combined organic solution dried and evaporated to yield crude 10a: NMR δ0.88 (m, 1.05 (m, 1.30 (m, 1.45 (m, 2... Reactants: NC1=NC2=C(C=3C=C(C=NC13)CCC1=C(C=C(C=C1)OC)C)C=CC(=C2)CCP(OCC)(OCC)=O (diethyl 2-(5-amino-2-(4-methoxy-2-methylphenethyl)benzo[f][1,7]naphthyridin-8-yl)ethylphosphonate), C[Si](C)(C)Br (TMSBr). Run in C(Cl)Cl (DCM). Yields the product NC1=NC2=C(C=3C=C(C=NC13)CCC1=C(C=C(C=C1)OC)C)C=CC(=C2)CCP(O)(O)=O (2-(5-amino-2-(4-methoxy-2-methylphenethyl)benzo[f][1,7]naphthyridin-8-yl)ethylphosphonic acid). Reaction SMILES: [NH2:1][C:2]1[C:11]2[N:10]=[CH:9][C:8]([CH2:12][CH2:13][C:14]3[CH:19]=[CH:18][C:17]([O:20][CH3:21])=[CH:16][C:15]=3[CH3:22])=[CH:7][C:6]=2[C:5]2[CH:23]=[CH:24][C:25]([CH2:27][CH2:28][P:29](=[O:36])([O:33]CC)[O:30]CC)=[CH:26][C:4]=2[N:3]=1.C[Si](Br)(C)C>C(Cl)Cl>[NH2:1][C:2]1[C:11]2[N:10]=[CH:9][C:8]([CH2:12][CH2:13][C:14]3[CH:19]=[CH:18][C:17]([O:20][CH3:21])=[CH:16][C:15]=3[CH3:22])=[CH:7][C:6]=2[C:5]2[CH:23]=[CH:24][C:25]([CH2:27][CH2:28][P:29](=[O:30])([OH:33])[OH:36])=[CH:26][C:4]=2[N:3]=1. Procedure details: To a solution of diethyl 2-(5-amino-2-(4-methoxy-2-methylphenethyl)benzo[f][1,7]naphthyridin-8-yl)ethylphosphonate (3-3) (1.0 equiv.) in DCM (0.02 M) at 0° C. was added TMSBr (10 equiv.). The reaction was warmed to room temperature over 2 hours, and then quenched with small amounts of MeOH. The DCM was removed by evaporation, and then DMSO/water was added. The mixture was adjusted to pH 9 and directly purified on RP-HPLC using a C18 column, eluting with 10-40% 95:5 (MeCN/5 mM NH4OAc) in 10 mM NH... The reactants are BrC=1C=C2C3(C(N(C2=CC1)C)N(CC3)C)C (5-bromo-1,2,3,3a,8,8a-hexahydro-1,3a,8-trimethylpyrrolo[2,3-b]indole), C(C)OC(C(=O)OCC)=O (diethyloxalate), CN(CCN(C)C)C (Tetramethylethylenediamine), C(C)(CC)[Li] (s-butyllithium), [Cl-].[NH4+] (ammonium chloride). The solvent is CCOCC (ether), CCOCC (ether), CCOCC (ether). Conditions: temperature -20 celsius, time 1 hour. The product is O=C(C(=O)OCC)C=1C=C2C3(C(N(C2=CC1)C)N(CC3)C)C (1,2,3,3a,8,8a-hexahydro-α-oxo-1,3a,8-trimethyl-5-pyrrolo[2,3-b]indole acetic acid, ethyl ester). Reaction SMILES: CN(C)CCN(C)C.C([Li])(CC)C.Br[C:15]1[CH:16]=[C:17]2[C:21](=[CH:22][CH:23]=1)[N:20]([CH3:24])[CH:19]1[N:25]([CH3:28])[CH2:26][CH2:27][C:18]21[CH3:29].[CH2:30]([O:32][C:33](=[O:39])[C:34](OCC)=[O:35])[CH3:31].[Cl-].[NH4+]>CCOCC>[O:35]=[C:34]([C:15]1[CH:16]=[C:17]2[C:21](=[CH:22][CH:23]=1)[N:20]([CH3:24])[CH:19]1[N:25]([CH3:28])[CH2:26][CH2:27][C:18]21[CH3:29])[C:33]([O:32][CH2:30][CH3:31])=[O:39] |f:4.5|. Procedure: Tetramethylethylenediamine (TMEDA) (2.3 ml) and s-butyllithium (1.3M in cyclohexane, 11.7 ml) were added to anhydrous ether (8.0 ml) at -78° C. under nitrogen. A solution of 5-bromo-1,2,3,3a,8,8a-hexahydro-1,3a,8-trimethylpyrrolo[2,3-b]indole (3.57 g) in anhydrous ether (10 ml) was added to the resulting reaction mixture at -78° C. via canula and stirred at this temperature for 1 hour and at -20° C. for 1 hour. The solution was then added via canula to a -78° C. solution of diethyloxalate (5.2 m... The reactants are FC=1C=C(C=CC1C(F)(F)F)C1NCCC2=CC=CC=C12 (1-(3-fluoro-4-(trifluoromethyl)phenyl)-1,2,3,4-tetrahydro-isoquinoline), FC1=CC=C(C=C1)N=C=O (4-fluorophenyl isocyanate). The solvent is C(Cl)Cl (DCM). Conditions: time 1 hour. The product is FC=1C=C(C=CC1C(F)(F)F)C1N(CCC2=CC=CC=C12)C(=O)NC1=CC=C(C=C1)F (1-(3-Fluoro-4-(trifluoromethyl)phenyl)-N-(4-fluorophenyl)-3,4-dihydroisoquinoline-2(1H)-carboxamide). As a reaction SMILES: [F:1][C:2]1[CH:3]=[C:4]([CH:12]2[C:21]3[C:16](=[CH:17][CH:18]=[CH:19][CH:20]=3)[CH2:15][CH2:14][NH:13]2)[CH:5]=[CH:6][C:7]=1[C:8]([F:11])([F:10])[F:9].[F:22][C:23]1[CH:28]=[CH:27][C:26]([N:29]=[C:30]=[O:31])=[CH:25][CH:24]=1>C(Cl)Cl>[F:1][C:2]1[CH:3]=[C:4]([CH:12]2[C:21]3[C:16](=[CH:17][CH:18]=[CH:19][CH:20]=3)[CH2:15][CH2:14][N:13]2[C:30]([NH:29][C:26]2[CH:27]=[CH:28][C:23]([F:22])=[CH:24][CH:25]=2)=[O:31])[CH:5]=[CH:6][C:7]=1[C:8]([F:11])([F:9])[F:10]. Procedure details: To a stirred solution of 1-(3-fluoro-4-(trifluoromethyl)phenyl)-1,2,3,4-tetrahydro-isoquinoline (0.0845 g, 0.286 mmol, Example 71 Step 3) in 3 mL of DCM, 4-fluorophenyl isocyanate (0.0358 mL, 0.315 mmol) was added. The solution was stirred for 1 h. Solvent was evaporated and the residue was purified by silica gel chromatography (0-50% EtOAc in hexanes) to yield the title compound as a white solid. MS (ESI pos. ion) m/z: 433.1 (M+1). 1H NMR (300 MHz, CHLOROFORM-d) δ ppm 7.51 (t, J=7.75 Hz, 1H) 7....